Dataset: the Open Reaction Database (ORD), a public repository of structured organic reaction records. Task: describe an organic reaction: reactants, conditions, products, and yield Starting materials: CCO, [Na+], CCOC(=O)C(Cc1ccc(OCCn2c(=O)oc3ccccc32)cc1)C(=O)OCC, C1CCOC1, [OH-]. Product: CCOC(=O)C(Cc1ccc(OCCn2c(=O)oc3ccccc32)cc1)C(=O)O. Reaction SMILES: [CH3:39][CH2:40][OH:41].[Na+:38].[O:1]=[c:2]1[o:3][c:4]2[c:5]([n:6]1[CH2:7][CH2:8][O:9][c:10]1[cH:11][cH:12][c:13]([CH2:14][CH:15]([C:16](=[O:17])[O:18][CH2:19][CH3:20])[C:21](=[O:22])[O:23][CH2:24][CH3:25])[cH:26][cH:27]1)[cH:28][cH:29][cH:30][cH:31]2.[O:32]1[CH2:33][CH2:34][CH2:35][CH2:36]1.[OH-:37]>>[O:1]=[c:2]1[o:3][c:4]2[c:5]([n:6]1[CH2:7][CH2:8][O:9][c:10]1[cH:11][cH:12][c:13]([CH2:14][CH:15]([C:16](=[O:17])[O:18][CH2:19][CH3:20])[C:21](=[O:22])[OH:23])[cH:26][cH:27]1)[cH:28][cH:29][cH:30][cH:31]2.